This data is from the Open Reaction Database (ORD), a public repository of structured organic reaction records. The task is: describe an organic reaction: reactants, conditions, products, and yield Reactants: COCc1cc(C(=O)OC)ccc1-c1ccccc1C, CCO, [Na+], [OH-], O. The product is COCc1cc(C(=O)O)ccc1-c1ccccc1C. RXN SMILES: [CH3:1][O:2][CH2:3][c:4]1[c:5](-[c:14]2[c:15]([CH3:20])[cH:16][cH:17][cH:18][cH:19]2)[cH:6][cH:7][c:8]([C:10](=[O:11])[O:12][CH3:13])[cH:9]1.[CH3:23][CH2:24][OH:25].[Na+:22].[OH-:21].[OH2:26]>>[CH3:1][O:2][CH2:3][c:4]1[c:5](-[c:14]2[c:15]([CH3:20])[cH:16][cH:17][cH:18][cH:19]2)[cH:6][cH:7][c:8]([C:10](=[O:11])[OH:12])[cH:9]1. Starting materials: [OH-].[Na+] (sodium hydroxide), COC(COC=1C2=C(N=C(N1)SC)N(C(=C2C(C(=O)N)=O)CC)CC2=CC(=CC=C2)Cl)=O ([[2-(methylthio)-5-(aminooxoacetyl)-6-ethyl-7-[(3-chlorophenyl)methyl]-7H-pyrrolo[2,3-d]pyrimidin-4-yl]oxy]acetic acid methyl ester), Cl (HCl). The solvent is CO (methanol). The product is CSC=1N=C(C2=C(N1)N(C(=C2C(C(=O)N)=O)CC)CC2=CC(=CC=C2)Cl)OCC(=O)O ([[2-(methylthio)-5-(aminooxoacetyl)-6-ethyl-7-[(3-chlorophenyl)methyl]-7H-pyrrolo[2,3-d]pyrimidin-4-yl]oxy]acetic acid). Isolated yield 93.8%. Reaction SMILES: C[O:2][C:3](=[O:32])[CH2:4][O:5][C:6]1[C:7]2[C:16]([C:17](=[O:21])[C:18]([NH2:20])=[O:19])=[C:15]([CH2:22][CH3:23])[N:14]([CH2:24][C:25]3[CH:30]=[CH:29][CH:28]=[C:27]([Cl:31])[CH:26]=3)[C:8]=2[N:9]=[C:10]([S:12][CH3:13])[N:11]=1.[OH-].[Na+].Cl>CO>[CH3:13][S:12][C:10]1[N:11]=[C:6]([O:5][CH2:4][C:3]([OH:32])=[O:2])[C:7]2[C:16]([C:17](=[O:21])[C:18]([NH2:20])=[O:19])=[C:15]([CH2:22][CH3:23])[N:14]([CH2:24][C:25]3[CH:30]=[CH:29][CH:28]=[C:27]([Cl:31])[CH:26]=3)[C:8]=2[N:9]=1 |f:1.2|. Procedure: A mixture of 109 mg (0.228 mmol) of [[2-(methylthio)-5-(aminooxoacetyl)-6-ethyl-7-[(3-chlorophenyl)methyl]-7H-pyrrolo[2,3-d]pyrimidin-4-yl]oxy]acetic acid methyl ester and 10 mL of methanol was treated with 0.17 mL of 2 M sodium hydroxide and stirred at reflux for 3 hours. The reaction was cooled to ambient temperature and neutralized to pH 1 with 1 M HCl then concentrated to a solid. The solids were triturated with water and dried in vacuo to provide 99 mg (94%) of [[2-(methylthio)-5-(aminooxoa... Reactants: CC(=O)SC1CC(=O)N1, O=CC(=O)OCc1ccc([N+](=O)[O-])cc1, O, c1ccccc1. Product: CC(=O)SC1CC(=O)N1C(O)C(=O)OCc1ccc([N+](=O)[O-])cc1. RXN SMILES: [C:17]([CH3:18])(=[O:19])[S:20][CH:21]1[CH2:22][C:23](=[O:25])[NH:24]1.[C:2]([CH:3]=[O:4])(=[O:5])[O:6][CH2:7][c:8]1[cH:9][cH:10][c:11]([N+:14](=[O:15])[O-:16])[cH:12][cH:13]1.[OH2:1].[cH:26]1[cH:27][cH:28][cH:29][cH:30][cH:31]1>>[C:2]([CH:3]([OH:4])[N:24]1[CH:21]([S:20][C:17]([CH3:18])=[O:19])[CH2:22][C:23]1=[O:25])(=[O:5])[O:6][CH2:7][c:8]1[cH:9][cH:10][c:11]([N+:14](=[O:15])[O-:16])[cH:12][cH:13]1. Yields the product CCn1cc(C(=O)O)cc1C(=O)c1ccccc1. Reaction SMILES: [CH2:1]([CH3:2])[n:3]1[cH:4][c:5]([C:16](=[O:17])[O:18][CH2:19][CH3:20])[cH:6][c:7]1[C:8]([c:9]1[cH:10][cH:11][cH:12][cH:13][cH:14]1)=[O:15].[CH3:23][OH:24].[Na+:22].[OH-:21]>>[CH2:1]([CH3:2])[n:3]1[cH:4][c:5]([C:16](=[O:17])[OH:18])[cH:6][c:7]1[C:8]([c:9]1[cH:10][cH:11][cH:12][cH:13][cH:14]1)=[O:15]. Starting materials: CCOC(=O)c1cc(C(=O)c2ccccc2)n(CC)c1, CO, [Na+], [OH-]. The reactants are C1(=CC=CC=C1)N1N=C(C=C1C1=CC=C(C=C1)C)CCC=O (3-(1-phenyl-5-p-tolyl-1H-pyrazol-3-yl)propanal), [BH-](OC(=O)C)(OC(=O)C)OC(=O)C.[Na+] (NaBH(OAc)3), C1(=CC=CC=C1)N1CCNCC1 (1-phenylpiperazine), CCN(C(C)C)C(C)C (DIPEA). The product is C1(=CC=CC=C1)N1CCN(CC1)CCCC1=NN(C(=C1)C1=CC=C(C=C1)C)C1=CC=CC=C1 (1-phenyl-4-(3-(1-phenyl-5-p-tolyl-1H-pyrazol-3-yl)propyl)piperazine). As a reaction SMILES: [C:1]1([N:7]2[C:11]([C:12]3[CH:17]=[CH:16][C:15]([CH3:18])=[CH:14][CH:13]=3)=[CH:10][C:9]([CH2:19][CH2:20][CH:21]=O)=[N:8]2)[CH:6]=[CH:5][CH:4]=[CH:3][CH:2]=1.[C:23]1([N:29]2[CH2:34][CH2:33][NH:32][CH2:31][CH2:30]2)[CH:28]=[CH:27][CH:26]=[CH:25][CH:24]=1.CCN(C(C)C)C(C)C.[BH-](OC(C)=O)(OC(C)=O)OC(C)=O.[Na+]>>[C:23]1([N:29]2[CH2:34][CH2:33][N:32]([CH2:21][CH2:20][CH2:19][C:9]3[CH:10]=[C:11]([C:12]4[CH:17]=[CH:16][C:15]([CH3:18])=[CH:14][CH:13]=4)[N:7]([C:1]4[CH:6]=[CH:5][CH:4]=[CH:3][CH:2]=4)[N:8]=3)[CH2:31][CH2:30]2)[CH:28]=[CH:27][CH:26]=[CH:25][CH:24]=1 |f:3.4|. Procedure: 116 mg (89%) of target compound was obtained by using a method same as in Example 1 by using 3-(1-phenyl-5-p-tolyl-1H-pyrazol-3-yl)propanal (80 mg, 0.276 mmol), 1-phenylpiperazine (0.041 mL, 0.276 mmol), DIPEA (0.072 mL, 0.414 mmol) and NaBH(OAc)3 (175 mg, 0.828 mmol). Reaction SMILES: [Cl:1][C:2]1[CH:3]=[C:4]([C:12]2([C:30]([F:33])([F:32])[F:31])[O:16][N:15]=[C:14]([C:17]3[CH:25]=[CH:24][C:20]([C:21](O)=[O:22])=[C:19]([C:26]([F:29])([F:28])[F:27])[CH:18]=3)[CH2:13]2)[CH:5]=[C:6]([C:8]([F:11])([F:10])[F:9])[CH:7]=1.CCN=C=NCCCN(C)C.C1C=CC2N(O)N=NC=2C=1.[NH:55]1[CH2:59][C:58](=[O:60])[NH:57][CH2:56]1>CN(C)C=O>[Cl:1][C:2]1[CH:3]=[C:4]([C:12]2([C:30]([F:31])([F:32])[F:33])[O:16][N:15]=[C:14]([C:17]3[CH:25]=[CH:24][C:20]([C:21]([N:55]4[CH2:59][C:58](=[O:60])[NH:57][CH2:56]4)=[O:22])=[C:19]([C:26]([F:27])([F:28])[F:29])[CH:18]=3)[CH2:13]2)[CH:5]=[C:6]([C:8]([F:11])([F:10])[F:9])[CH:7]=1. The reactants are ClC=1C=C(C=C(C1)C(F)(F)F)C1(CC(=NO1)C1=CC(=C(C(=O)O)C=C1)C(F)(F)F)C(F)(F)F (4-[5-[3-chloro-5-(trifluoromethyl)phenyl]-5-(trifluoromethyl)-4,5-dihydro-1,2-oxazol-3-yl]-2-(trifluoromethyl)benzoic acid), TEA, N1CNC(C1)=O (imidazolidin-4-one), CCN=C=NCCCN(C)C (EDCI), C=1C=CC2=C(C1)N=NN2O (HOBt). Solvent: CN(C=O)C (N,N-dimethylformamide). Product: ClC=1C=C(C=C(C1)C(F)(F)F)C1(CC(=NO1)C1=CC(=C(C=C1)C(=O)N1CNC(C1)=O)C(F)(F)F)C(F)(F)F (1-[(4-[5-[3-chloro-5-(trifluoromethyl)phenyl]-5-(trifluoromethyl)-4,5-dihydro-1,2-oxazol-3-yl]-2-(trifluoromethyl)phenyl)carbonyl]imidazolidin-4-one). Procedure: Into a 50-mL round bottom flask, was placed 4-[5-[3-chloro-5-(trifluoromethyl)phenyl]-5-(trifluoromethyl)-4,5-dihydro-1,2-oxazol-3-yl]-2-(trifluoromethyl)benzoic acid (50 mg, 0.10 mmol, 1.00 equiv), N,N-dimethylformamide (2 mL), EDCI (38 mg, 0.20 mmol, 2.00 equiv), HOBt (27 mg, 0.20 mmol, 2.02 equiv), TEA (50 mg, 0.49 mmol, 5.00 equiv), imidazolidin-4-one (17 mg, 0.20 mmol, 2.00 equiv). The resulting solution was stirred for 30 min at 25° C. The resulting solution was allowed to react, with stir... Reaction conditions: temperature 25 celsius, time 30 minute. The reactants are O=[O+][O-] (Ozone), O=[O+][O-] (ozone), C(C=C)[C@@H]1C[C@@H](OCO1)CC#N ((±)-cis-6-(2-propenyl)-1,3-dioxane-4-acetonitrile). Solvent: ClCCl (dichloromethane). The product is O=CC[C@@H]1C[C@@H](OCO1)CC#N ((±)-cis-6-(2-oxoethyl)-1,3-dioxane-4-acetonitrile). RXN SMILES: [CH2:1]([C@H:4]1[O:9][CH2:8][O:7][C@@H:6]([CH2:10][C:11]#[N:12])[CH2:5]1)[CH:2]=C.[O:13]=[O+][O-]>ClCCl>[O:13]=[CH:2][CH2:1][C@H:4]1[O:9][CH2:8][O:7][C@@H:6]([CH2:10][C:11]#[N:12])[CH2:5]1. Reported procedure: A solution of (±)-cis-6-(2-propenyl)-1,3-dioxane-4-acetonitrile, 2.57 g (15.36 mmol), in 100 mL of dichloromethane is cooled to -78° C. under nitrogen. Ozone (Welsback generator, flow rate 0.1, voltage=90V) is then passed through a fritted gas inlet tube into the solution until the blue color of ozone appears. The current is turned off, and oxygen bubbled through until the blue color is discharged. Triphenylphosphine, 4,87 g (28.58 mmol), is added and the colorless solution is allowed to warm to... The reactants are C(C)(C)(C)OC(=O)N1CCN(CC1)C(=O)C1=C(N(C=2C1=NC=C(C2)C)C2=CC=CC=C2)OC2=C(C=CC(=C2)F)C (4-[2-(5-Fluoro-2-methyl-phenoxy)-6-methyl-1-phenyl-1H-pyrrolo[3,2-b]pyridine-3-carbonyl]-piperazine-1-carboxylic acid tert-butyl ester), Cl.Cl.FC=1C=CC(=C(OC2=C(C3=NC=C(C=C3N2C2=CC=CC=C2)C)C(=O)N2CCNCC2)C1)C ([2-(5-fluoro-2-methyl-phenoxy)-6-methyl-1-phenyl-1H-pyrrolo[3,2-b]pyridin-3-yl]-piperazin-1-yl-methanone dihydrochloride), Cl (hydrochloric acid). Product: FC=1C=CC(=C(OC2=C(C3=NC=C(C=C3N2C2=CC=CC=C2)C)C(=O)N2CCNCC2)C1)C ([2-(5-Fluoro-2-methyl-phenoxy)-6-methyl-1-phenyl-1H-pyrrolo[3,2-b]pyridin-3-yl]-piperazin-1-yl-methanone). Yield: 15.4%. Reaction SMILES: C(OC([N:8]1[CH2:13][CH2:12][N:11]([C:14]([C:16]2[C:20]3=[N:21][CH:22]=[C:23]([CH3:25])[CH:24]=[C:19]3[N:18]([C:26]3[CH:31]=[CH:30][CH:29]=[CH:28][CH:27]=3)[C:17]=2[O:32][C:33]2[CH:38]=[C:37]([F:39])[CH:36]=[CH:35][C:34]=2[CH3:40])=[O:15])[CH2:10][CH2:9]1)=O)(C)(C)C.Cl.Cl.Cl.FC1C=CC(C)=C(C=1)OC1N(C2C=CC=CC=2)C2C(=NC=C(C)C=2)C=1C(N1CCNCC1)=O>>[F:39][C:37]1[CH:36]=[CH:35][C:34]([CH3:40])=[C:33]([CH:38]=1)[O:32][C:17]1[N:18]([C:26]2[CH:27]=[CH:28][CH:29]=[CH:30][CH:31]=2)[C:19]2[C:20](=[N:21][CH:22]=[C:23]([CH3:25])[CH:24]=2)[C:16]=1[C:14]([N:11]1[CH2:10][CH2:9][NH:8][CH2:13][CH2:12]1)=[O:15] |f:2.3.4|. Procedure details: The compound of step 3 (19 mg, 35 μmol) was reacted analogously as described in example 1, step 7. Dissolution of the obtained solid in a small quantity of MOH, addition of hydrochloric acid (0.1 M) and lyophilization overnight yielded 2.4 mg of the title compound in the form of the [2-(5-fluoro-2-methyl-phenoxy)-6-methyl-1-phenyl-1H-pyrrolo[3,2-b]pyridin-3-yl]-piperazin-1-yl-methanone dihydrochloride.